Dataset: the Open Reaction Database (ORD), a public repository of structured organic reaction records. Task: describe an organic reaction: reactants, conditions, products, and yield Starting materials: FC(C1=C(C=CC=C1)C1=NC=CC(=C1)CO)(F)F ({2-[2-(Trifluoromethyl)phenyl]pyridin-4-yl}methanol), C1(=CC=CC=C1)P(C1=CC=CC=C1)C1=CC=CC=C1 (triphenylphosphine), C(Br)(Br)(Br)Br (carbon tetrabromide). The solvent is C1CCOC1 (THF). Reaction conditions: time 16 hour. Yields the product BrCC1=CC(=NC=C1)C1=C(C=CC=C1)C(F)(F)F (4-(Bromomethyl)-2-[2-(trifluoromethyl)phenyl]pyridine). RXN SMILES: [F:1][C:2]([F:18])([F:17])[C:3]1[CH:8]=[CH:7][CH:6]=[CH:5][C:4]=1[C:9]1[CH:14]=[C:13]([CH2:15]O)[CH:12]=[CH:11][N:10]=1.C1(P(C2C=CC=CC=2)C2C=CC=CC=2)C=CC=CC=1.C(Br)(Br)(Br)[Br:39]>C1COCC1>[Br:39][CH2:15][C:13]1[CH:12]=[CH:11][N:10]=[C:9]([C:4]2[CH:5]=[CH:6][CH:7]=[CH:8][C:3]=2[C:2]([F:18])([F:17])[F:1])[CH:14]=1. Reported procedure: 495 mg (1.96 mmol) of the compound from Example 61A and 615 mg (2.35 mmol) of triphenylphosphine were dissolved in 15 ml of THF, and 778 mg (2.35 mmol) of carbon tetrabromide were added at RT. After the addition had ended, the mixture was stirred ar RT for 16 h. For work-up, the mixture was filtered through 20 g of kieselguhr and the filtrate was concentrated under reduced pressure. The residue was purified chromatographically on silica gel (mobile phase: first cyclohexane/ethyl acetate 70:30, t... Reactants: [Br-], CCCC[P+](CCCC)(CCCC)CCCC, N#Cc1cc(F)c(Cl)cc1Cl, [F-], [K+], Cc1ccccc1C. Yields the product N#Cc1cc(F)c(F)cc1Cl. As a reaction SMILES: [Br-:22].[CH2:23]([P+:24]([CH2:25][CH2:26][CH2:27][CH3:28])([CH2:29][CH2:30][CH2:31][CH3:32])[CH2:33][CH2:34][CH2:35][CH3:36])[CH2:37][CH2:38][CH3:39].[Cl:3][c:4]1[c:5]([C:6]#[N:7])[cH:8][c:9]([F:13])[c:10]([Cl:12])[cH:11]1.[F-:1].[K+:2].[c:14]1([CH3:15])[c:16]([CH3:17])[cH:18][cH:19][cH:20][cH:21]1>>[F:1][c:10]1[c:9]([F:13])[cH:8][c:5]([C:6]#[N:7])[c:4]([Cl:3])[cH:11]1. Reactants: OC(CBr)CCBr, CCOP(=O)(OCC)OCC, CCOCC, [K+], [K+], COC(=O)c1cc(N)cc(C(=O)OC)c1, O=C([O-])[O-], O. Product: COC(=O)c1cc(C(=O)OC)cc(N2CCC(O)C2)c1. As a reaction SMILES: [Br:1][CH2:2][CH:3]([CH2:4][CH2:5][Br:6])[OH:7].[CH3:29][CH2:30][O:31][P:32]([O:33][CH2:34][CH3:35])([O:36][CH2:37][CH3:38])=[O:39].[CH3:40][CH2:41][O:42][CH2:43][CH3:44].[K+:8].[K+:9].[NH2:14][c:15]1[cH:16][c:17]([C:25](=[O:26])[O:27][CH3:28])[cH:18][c:19]([C:20](=[O:21])[O:22][CH3:23])[cH:24]1.[O-:10][C:11]([O-:12])=[O:13].[OH2:45]>>[CH2:2]1[CH:3]([OH:7])[CH2:4][CH2:5][N:14]1[c:15]1[cH:16][c:17]([C:25](=[O:26])[O:27][CH3:28])[cH:18][c:19]([C:20](=[O:21])[O:22][CH3:23])[cH:24]1. Reactants: CCOC(=O)c1nc2n(n1)-c1ccc(Cl)cc1C(c1ccccc1)=NC2, CCO, N. Product: NC(=O)c1nc2n(n1)-c1ccc(Cl)cc1C(c1ccccc1)=NC2. Reaction SMILES: [CH2:1]([O:3][C:4](=[O:2])[c:6]1[n:7][n:8]2[c:9]([n:26]1)[CH2:10][N:11]=[C:12]([c:20]1[cH:21][cH:22][cH:23][cH:24][cH:25]1)[c:13]1[c:14]-2[cH:15][cH:16][c:17]([Cl:19])[cH:18]1)[CH3:5].[CH3:28][CH2:29][OH:30].[NH3:27]>>[O:3]=[C:4]([c:6]1[n:7][n:8]2[c:9]([n:26]1)[CH2:10][N:11]=[C:12]([c:20]1[cH:21][cH:22][cH:23][cH:24][cH:25]1)[c:13]1[c:14]-2[cH:15][cH:16][c:17]([Cl:19])[cH:18]1)[NH2:27]. Starting materials: C1(CCCC1)N1CCN(CC1)C(=O)C=1C=C2C=C(NC2=CC1)C(=O)O (5-(4-cyclopentyl-piperazine-1-carbonyl)-1H-indole-2-carboxylic acid), C1(CCCC1)N1CCN(CC1)C(=O)C=1C=C2C=C(NC2=CC1)C(=O)N1CCS(CC1)(=O)=O ([5-(4-Cyclopentyl-piperazine-1-carbonyl)-1H-indol-2-yl]-(1,1-dioxo-thiomorpholin-4-yl)-methanone), C1(CCCC1)N1CCN(CC1)C(=O)C=1C=C2C=C(NC2=CC1)C(=O)N1CCS(CC1)(=O)=O ([5-(4-Cyclopentyl-piperazine-1-carbonyl)-1H-indol-2-yl]-(1,1-dioxo-thiomorpholin-4-yl)-methanone), F[B-](F)(F)F.N1(N=NC2=C1C=CC=C2)OC(=[N+](C)C)N(C)C (O-(benzotriazol-1-yl)-N,N,N′,N′-tetramethyluronium tetrafluoroborate), FC1=CC=C(N)C=C1 (4-fluoroaniline), C(C)(C)N(C(C)C)CC (N,N-diisopropylethylamine). Run in CN(C=O)C (N,N-dimethylformamide). Yields the product FC1=CC=C(C=C1)NC(=O)C=1NC2=CC=C(C=C2C1)C(=O)N1CCN(CC1)C1CCCC1 (5-(4-Cyclopentyl-piperazine-1-carbonyl)-1H-indole-2-carboxylic acid (4-fluoro-phenyl)-amide). The yield is 43.0%. Reaction SMILES: [CH:1]1([N:6]2[CH2:11][CH2:10][N:9]([C:12]([C:14]3[CH:15]=[C:16]4[C:20](=[CH:21][CH:22]=3)[NH:19][C:18]([C:23]([OH:25])=O)=[CH:17]4)=[O:13])[CH2:8][CH2:7]2)[CH2:5][CH2:4][CH2:3][CH2:2]1.C1(N2CCN(C(C3C=C4C(=CC=3)NC(C(N3CCS(=O)(=O)CC3)=O)=C4)=O)CC2)CCCC1.F[B-](F)(F)F.N1(OC(N(C)C)=[N+](C)C)C2C=CC=CC=2N=N1.[F:80][C:81]1[CH:87]=[CH:86][C:84]([NH2:85])=[CH:83][CH:82]=1.C(N(CC)C(C)C)(C)C>CN(C)C=O>[F:80][C:81]1[CH:87]=[CH:86][C:84]([NH:85][C:23]([C:18]2[NH:19][C:20]3[C:16]([CH:17]=2)=[CH:15][C:14]([C:12]([N:9]2[CH2:10][CH2:11][N:6]([CH:1]4[CH2:5][CH2:4][CH2:3][CH2:2]4)[CH2:7][CH2:8]2)=[O:13])=[CH:22][CH:21]=3)=[O:25])=[CH:83][CH:82]=1 |f:2.3|. Procedure details: The title compound was synthesized in analogy to example 1, from 5-(4-cyclopentyl-piperazine-1-carbonyl)-1H-indole-2-carboxylic acid 1:1 hydrochloride (example 34, intermediate b), O-(benzotriazol-1-yl)-N,N,N′,N′-tetramethyluronium tetrafluoroborate (commercially available), 4-fluoroaniline (commercially available) and N,N-diisopropylethylamine in N,N-dimethylformamide, to give the desired product as a yellow solid (43%). The reactants are C1(CC1)N1CCN(CC1)C=1OC2=C(N1)C=C(C=C2)C#N (2-(4-cyclopropylpiperazin-1-yl)benzooxazole-5-carbonitrile), [NH4+].[OH-] (NH4OH). The reagents and catalysts are [Ni] (Ni). The solvent is CO.C1CCOC1 (MeOH THF). Reaction conditions: time 12 hour. Yields the product C1(CC1)N1CCN(CC1)C=1OC2=C(N1)C=CC=C2 (2-(4-cyclopropylpiperazin-1-yl)benzooxazole). The yield is 111.1%. As a reaction SMILES: [CH:1]1([N:4]2[CH2:9][CH2:8][N:7]([C:10]3[O:11][C:12]4[CH:18]=[CH:17][C:16](C#N)=[CH:15][C:13]=4[N:14]=3)[CH2:6][CH2:5]2)[CH2:3][CH2:2]1.[NH4+].[OH-]>CO.C1COCC1.[Ni]>[CH:1]1([N:4]2[CH2:9][CH2:8][N:7]([C:10]3[O:11][C:12]4[CH:18]=[CH:17][CH:16]=[CH:15][C:13]=4[N:14]=3)[CH2:6][CH2:5]2)[CH2:3][CH2:2]1 |f:1.2,3.4|. Procedure details: To a solution of 2-(4-cyclopropylpiperazin-1-yl)benzooxazole-5-carbonitrile (500 mg, 1.85 mmol) in MeOH-THF (12 mL, 5:3) was added NH4OH (1.5 mL) and Raney Ni (100 mg). The mixture was stirred for 12 h at rt under a H2 atmosphere. After filtration, the mixture was concentrated to give 5-aminomethyl-[2-(4-cyclopropylpiperazin-1-yl)benzooxazole (500 mg, 99%), which was used in the next step without further purification.